From a dataset of the Open Reaction Database (ORD), a public repository of structured organic reaction records. describe an organic reaction: reactants, conditions, products, and yield The reactants are COc1ccc(P2(=S)SP(=S)(c3ccc(OC)cc3)S2)cc1, Cc1ccccc1, CC(C)C1CC(=O)NC(c2cccc(Cl)c2)C12C(=O)Nc1cc(Cl)ccc12. The product is CC(C)C1CC(=S)NC(c2cccc(Cl)c2)C12C(=O)Nc1cc(Cl)ccc12. RXN SMILES: [CH3:28][O:29][c:30]1[cH:31][cH:32][c:33]([P:34]2(=[S:35])[S:36][P:38](=[S:39])([c:40]3[cH:41][cH:42][c:43]([O:44][CH3:45])[cH:46][cH:47]3)[S:37]2)[cH:48][cH:49]1.[CH3:50][c:51]1[cH:52][cH:53][cH:54][cH:55][cH:56]1.[Cl:1][c:2]1[cH:3][cH:4][c:5]2[c:9]([cH:10]1)[NH:8][C:7](=[O:11])[C:6]21[CH:12]([c:21]2[cH:22][c:23]([Cl:27])[cH:24][cH:25][cH:26]2)[NH:13][C:14](=[O:20])[CH2:15][CH:16]1[CH:17]([CH3:18])[CH3:19]>>[Cl:1][c:2]1[cH:3][cH:4][c:5]2[c:9]([cH:10]1)[NH:8][C:7](=[O:11])[C:6]21[CH:12]([c:21]2[cH:22][c:23]([Cl:27])[cH:24][cH:25][cH:26]2)[NH:13][C:14](=[S:37])[CH2:15][CH:16]1[CH:17]([CH3:18])[CH3:19]. Reactants: C1CCNCC1, C#C[Si](C)(C)C, [Cl-], [NH4+], N#Cc1ccc2nc(C(=O)Nc3ccccc3)cn2c1. Yields the product C#Cc1ccc2nc(C(=O)Nc3ccccc3)cn2c1. Reaction SMILES: [CH2:27]1[CH2:28][CH2:29][NH:30][CH2:31][CH2:32]1.[CH3:21][Si:22]([C:23]#[CH:24])([CH3:25])[CH3:26].[Cl-:33].[NH4+:34].[c:1]1([NH:7][C:8](=[O:9])[c:10]2[n:11][c:12]3[n:13]([cH:14][c:15]([C:18]#[N:19])[cH:16][cH:17]3)[cH:20]2)[cH:2][cH:3][cH:4][cH:5][cH:6]1>>[c:1]1([NH:7][C:8](=[O:9])[c:10]2[n:11][c:12]3[n:13]([cH:14][c:15]([C:18]#[CH:21])[cH:16][cH:17]3)[cH:20]2)[cH:2][cH:3][cH:4][cH:5][cH:6]1. Starting materials: CCCCCCCc1ccc(-c2ccc(C(C)=O)cc2)cc1, CCOC(=O)CP(=O)(OCC)OCC, CC(=O)O, [H-], [Na+], C1CCOC1. RXN SMILES: [C:3]([CH3:4])(=[O:5])[c:6]1[cH:7][cH:8][c:9](-[c:12]2[cH:13][cH:14][c:15]([CH2:18][CH2:19][CH2:20][CH2:21][CH2:22][CH2:23][CH3:24])[cH:16][cH:17]2)[cH:10][cH:11]1.[CH3:25][CH2:26][O:27][C:28](=[O:29])[CH2:30][P:31]([O:32][CH2:33][CH3:34])([O:35][CH2:36][CH3:37])=[O:38].[CH3:39][C:40](=[O:41])[OH:42].[H-:1].[Na+:2].[O:43]1[CH2:44][CH2:45][CH2:46][CH2:47]1>>[C:3]([CH3:4])([c:6]1[cH:7][cH:8][c:9](-[c:12]2[cH:13][cH:14][c:15]([CH2:18][CH2:19][CH2:20][CH2:21][CH2:22][CH2:23][CH3:24])[cH:16][cH:17]2)[cH:10][cH:11]1)=[CH:30][C:28]([O:27][CH2:26][CH3:25])=[O:29]. Yields the product CCCCCCCc1ccc(-c2ccc(C(C)=CC(=O)OCC)cc2)cc1. As a reaction SMILES: [C:31](=[O:32])([O-:33])[O-:34].[Cs+:35].[Cs+:36].[I:27][CH:28]([CH3:29])[CH3:30].[O:1]=[C:2]1[CH:3]([NH:19][C:20]([O:21][C:22]([CH3:23])([CH3:24])[CH3:25])=[O:26])[CH:4]([c:13]2[cH:14][cH:15][cH:16][cH:17][cH:18]2)[O:5][c:6]2[c:7]([cH:9][cH:10][cH:11][cH:12]2)[NH:8]1.[O:37]=[CH:38][N:39]([CH3:40])[CH3:41].[OH2:42]>>[O:1]=[C:2]1[CH:3]([NH:19][C:20]([O:21][C:22]([CH3:23])([CH3:24])[CH3:25])=[O:26])[CH:4]([c:13]2[cH:14][cH:15][cH:16][cH:17][cH:18]2)[O:5][c:6]2[c:7]([cH:9][cH:10][cH:11][cH:12]2)[N:8]1[CH:28]([CH3:29])[CH3:30]. The reactants are O=C([O-])[O-], [Cs+], [Cs+], CC(C)I, CC(C)(C)OC(=O)NC1C(=O)Nc2ccccc2OC1c1ccccc1, CN(C)C=O, O. Product: CC(C)N1C(=O)C(NC(=O)OC(C)(C)C)C(c2ccccc2)Oc2ccccc21.